Dataset: the Open Reaction Database (ORD), a public repository of structured organic reaction records. Task: describe an organic reaction: reactants, conditions, products, and yield Reactants: C([O-])(O)=O.[Na+] (sodium bicarbonate), ClC=1C=CC(=C(C(=O)O)C1)[N+](=O)[O-] (5-chloro-2-nitro-benzoic acid), N1=CC=CC=C1 (pyridine), C(C)#N (acetonitrile), O=P(Cl)(Cl)Cl (POCl3). Solvent: saturated solution, O (water). Reaction conditions: temperature 5 celsius, time 1 hour. The product is ClC=1C=CC(=C(C(=O)NC2=NC=C(C=C2)Cl)C1)[N+](=O)[O-] (5-Chloro-N-(5-chloro-pyridin-2-yl)-2-nitro-benzamide). Isolated yield 86.0%. As a reaction SMILES: [Cl:1][C:2]1[CH:3]=[CH:4][C:5]([N+:11]([O-:13])=[O:12])=[C:6]([CH:10]=1)[C:7]([OH:9])=O.[N:14]1C=C[CH:17]=[CH:16][CH:15]=1.O=P(Cl)(Cl)[Cl:22].C(=O)(O)[O-].[Na+].[C:30](#[N:32])[CH3:31]>O>[Cl:1][C:2]1[CH:3]=[CH:4][C:5]([N+:11]([O-:13])=[O:12])=[C:6]([CH:10]=1)[C:7]([NH:32][C:30]1[CH:31]=[CH:17][C:16]([Cl:22])=[CH:15][N:14]=1)=[O:9] |f:3.4|. Procedure details: To a stirred solution of 5-chloro-2-nitro-benzoic acid (100 g, 0.4962 mol) in acetonitrile (500 mL) was added pyridine (121 mL, 1.48 mol) at 25-30° C. The reaction mixture was then cooled to 0-10° C. under nitrogen atmosphere. To this was added POCl3 (54.6 mL, 0.5955 mol) drop wise by maintaining exothermicity. After stirring at 25-30° C. for 1 hr, reaction mixture was poured in cold water and filtered. Solid obtained was stirred in 500 mL of saturated solution of sodium bicarbonate for 10 min. ...